The task is: describe an organic reaction: reactants, conditions, products, and yield. This data is from the Open Reaction Database (ORD), a public repository of structured organic reaction records. Reactants: C(C)(=O)OC(C)C=1SC=CN1 (1-(2-Thiazolyl)ethyl acetate), BrCC(=O)C1=CC=CC=C1 (2-bromo-1-phenyl-1-ethanone). The solvent is CCOCC (ether), C(C)#N (acetonitrile). Conditions: time 5 day. The product is [Br-].O=C(C[N+]1=C(SC=C1)C(C)OC(C)=O)C1=CC=CC=C1 (3-[2-Oxo-2-phenylethyl]-2-(1-acetoxyethyl)thiazolium bromide). Isolated yield 56.1%. Reaction SMILES: [C:1]([O:4][CH:5]([C:7]1[S:8][CH:9]=[CH:10][N:11]=1)[CH3:6])(=[O:3])[CH3:2].[Br:12][CH2:13][C:14]([C:16]1[CH:21]=[CH:20][CH:19]=[CH:18][CH:17]=1)=[O:15]>C(#N)C.CCOCC>[Br-:12].[O:15]=[C:14]([C:16]1[CH:21]=[CH:20][CH:19]=[CH:18][CH:17]=1)[CH2:13][N+:11]1[CH:10]=[CH:9][S:8][C:7]=1[CH:5]([O:4][C:1](=[O:3])[CH3:2])[CH3:6] |f:4.5|. Procedure: 1-(2-Thiazolyl)ethyl acetate (0.8 g, 4.67 mmole) and 2-bromo-1-phenyl-1-ethanone (0.93 g, 4.67 mmole) were combined and stirred at room temp. for 5 days. The viscous mixture was dissolved in acetonitrile (5 mL), diluted with ether (3 mL), and stored overnight at 4 C. The resulting crystals (1.5 g) were recrystallized from acetonitrile/ether to afford 0.97 g of the title compound, mp 155–156 C. The reactants are CC(C)[Mg+], [Cl-], ClCCl, Cl, N#Cc1ccc(I)cc1, C1CCOC1, O=C1CCn2cncc21. The product is N#Cc1ccc(C2(O)CCn3cncc32)cc1. As a reaction SMILES: [CH:11]([Mg+:12])([CH3:13])[CH3:14].[Cl-:10].[Cl:25][CH2:26][Cl:27].[ClH:24].[I:1][c:2]1[cH:3][cH:4][c:5]([C:6]#[N:7])[cH:8][cH:9]1.[O:28]1[CH2:29][CH2:30][CH2:31][CH2:32]1.[cH:15]1[c:16]2[n:17]([cH:18][n:19]1)[CH2:20][CH2:21][C:22]2=[O:23]>>[c:2]1([C:22]2([OH:23])[c:16]3[cH:15][n:19][cH:18][n:17]3[CH2:20][CH2:21]2)[cH:3][cH:4][c:5]([C:6]#[N:7])[cH:8][cH:9]1.